describe an organic reaction: reactants, conditions, products, and yield From a dataset of the Open Reaction Database (ORD), a public repository of structured organic reaction records. Starting materials: O=C([O-])[O-], CC(C)N1Cc2ccccc2N(CCCl)S1(=O)=O, Fc1ccc2c(C3CCNC3)c[nH]c2c1, [K+], [K+], O. Product: CC(C)N1Cc2ccccc2N(CCN2CCC(c3c[nH]c4cc(F)ccc34)C2)S1(=O)=O. As a reaction SMILES: [C:16](=[O:17])([O-:18])[O-:19].[Cl:22][CH2:23][CH2:24][N:25]1[S:26](=[O:38])(=[O:39])[N:27]([CH:35]([CH3:36])[CH3:37])[CH2:28][c:29]2[c:30]1[cH:31][cH:32][cH:33][cH:34]2.[F:1][c:2]1[cH:3][cH:4][c:5]2[c:6]([CH:11]3[CH2:12][NH:13][CH2:14][CH2:15]3)[cH:7][nH:8][c:9]2[cH:10]1.[K+:20].[K+:21].[OH2:40]>>[F:1][c:2]1[cH:3][cH:4][c:5]2[c:6]([CH:11]3[CH2:12][N:13]([CH2:23][CH2:24][N:25]4[S:26](=[O:38])(=[O:39])[N:27]([CH:35]([CH3:36])[CH3:37])[CH2:28][c:29]5[c:30]4[cH:31][cH:32][cH:33][cH:34]5)[CH2:14][CH2:15]3)[cH:7][nH:8][c:9]2[cH:10]1. Run at time 8 hour. The reactants are C(C1=CC=CC=C1)O[C@@H]([C@@H](C(=O)O)O)C ((2S,3R)-3-(benzyloxy)-2-hydroxybutanoic acid), C(C1=CC=CC=C1)O[C@@H]([C@@H](C(=O)O)O)C ((2S,3R)-3-(Benzyloxy)-2-hydroxybutanoic acid), B(OC)(OC)OC (trimethyl borate), CSC.B (borane-dimethyl sulfide), B([O-])([O-])[O-].CSC (borate dimethyl sulfide), 2d. Reaction SMILES: [CH2:1]([O:8][C@H:9]([CH3:15])[C@H:10]([OH:14])[C:11](O)=[O:12])[C:2]1[CH:7]=[CH:6][CH:5]=[CH:4][CH:3]=1.B(OC)(OC)OC.CSC.B.B([O-])([O-])[O-].CSC>O1CCCC1.CO>[CH2:1]([O:8][C@H:9]([CH3:15])[C@H:10]([OH:14])[CH2:11][OH:12])[C:2]1[CH:7]=[CH:6][CH:5]=[CH:4][CH:3]=1 |f:2.3,4.5|. Procedure: To a solution of (2S,3R)-3-(benzyloxy)-2-hydroxybutanoic acid (the product of step i) (0.79 g) and trimethyl borate (0.67 mL) in anhydrous tetrahydrofuran (4 mL) at 0° C. was added dropwise borane-dimethyl sulfide complex (3 mL, 2M in tetrahydrofuran). The reaction mixture was stirred at room temperature overnight, then further borate-dimethyl sulfide complex (3 mL, 2M in tetrahydrofuran) was added at 0° C. and the reaction mixture stirred at room temperature for a further 2d. The mixture was co... The product is C(C1=CC=CC=C1)O[C@@H]([C@@H](CO)O)C ((2R,3R)-3-(Benzyloxy)butane-1,2-diol). Run in O1CCCC1 (tetrahydrofuran), CO (methanol). Starting materials: C(C)OC(CCCNS(=O)(=O)C)=O (4-methanesulfonylamino-butyric acid ethyl ester), [NH4+].[OH-] (NH4OH). Product: CS(=O)(=O)NCCCC(=O)N (4-Methanesulfonylamino-butyramide). Reaction SMILES: C([O:3][C:4](=O)[CH2:5][CH2:6][CH2:7][NH:8][S:9]([CH3:12])(=[O:11])=[O:10])C.[NH4+:14].[OH-]>>[CH3:12][S:9]([NH:8][CH2:7][CH2:6][CH2:5][C:4]([NH2:14])=[O:3])(=[O:11])=[O:10] |f:1.2|. Reported procedure: A solution of 4-methanesulfonylamino-butyric acid ethyl ester (7.08 g, 33.8 mmol) in concentrated NH4OH (200 mL) was stirred at room temperature for 66 h. The reaction mixture was concentrated to afford the title compound as a white solid (6.16 g). The product was used in the next step without further purification. 1H NMR (400 MHz, CDCl3) δ 3.30 (s, 3H), 3.05-3.09 (m, 2H), 2.91 (s, 3H), 2.24-2.30 (m, 2H), 1.80-1.85 (m, 2H); MS 181 (M+30 1). Starting materials: ClCc1ccc(OCc2ccccc2)cc1, C1CCOC1, [Li]CCCC, CCCCCC, CC(C)NC(C)C, CC(C)(C)OC(=O)N1CCNC(=O)C1. Product: CC(C)(C)OC(=O)N1CCNC(=O)C1Cc1ccc(OCc2ccccc2)cc1. RXN SMILES: [CH2:27]([c:28]1[cH:29][cH:30][cH:31][cH:32][cH:33]1)[O:34][c:35]1[cH:36][cH:37][c:38]([CH2:39][Cl:40])[cH:41][cH:42]1.[CH2:43]1[O:44][CH2:45][CH2:46][CH2:47]1.[CH2:8]([Li:9])[CH2:10][CH2:11][CH3:12].[CH3:48][CH2:49][CH2:50][CH2:51][CH2:52][CH3:53].[CH:1]([NH:2][CH:3]([CH3:4])[CH3:5])([CH3:6])[CH3:7].[O:13]=[C:14]1[CH2:15][N:16]([C:20](=[O:21])[O:22][C:23]([CH3:24])([CH3:25])[CH3:26])[CH2:17][CH2:18][NH:19]1>>[O:13]=[C:14]1[CH:15]([CH2:39][c:38]2[cH:37][cH:36][c:35]([O:34][CH2:27][c:28]3[cH:29][cH:30][cH:31][cH:32][cH:33]3)[cH:42][cH:41]2)[N:16]([C:20](=[O:21])[O:22][C:23]([CH3:24])([CH3:25])[CH3:26])[CH2:17][CH2:18][NH:19]1. The reactants are CC1CNCCc2ccc(Br)cc21, CCC1CNCCc2ccc(Br)cc21, CC1CNCCc2cc(Cl)c(Cl)cc21, CC1CNCCc2cc(F)c(Cl)cc21, CCC1CNCCc2cc(F)c(Cl)cc21, CCC1CNCCc2ccc(Cl)cc21, CC1CNCCc2ccc(C(F)(F)F)cc21, CCC1CNCCc2ccc(C(F)(F)F)cc21, CC1CNCCc2ccc(I)cc21, CCC1CNCCc2ccc(I)cc21, O. The product is CC1CNCCc2ccc(Cl)cc21. Reaction SMILES: [Br:1][c:2]1[cH:3][cH:4][c:5]2[c:6]([cH:13]1)[CH:7]([CH3:12])[CH2:8][NH:9][CH2:10][CH2:11]2.[Br:74][c:75]1[cH:76][cH:77][c:78]2[c:86]([cH:87]1)[CH:83]([CH2:84][CH3:85])[CH2:82][NH:81][CH2:80][CH2:79]2.[Cl:102][c:103]1[c:104]([Cl:105])[cH:106][c:107]2[c:114]([cH:115]1)[CH2:113][CH2:112][NH:111][CH2:110][CH:108]2[CH3:109].[Cl:116][c:117]1[c:118]([F:119])[cH:120][c:121]2[c:128]([cH:129]1)[CH:126]([CH3:127])[CH2:125][NH:124][CH2:123][CH2:122]2.[Cl:130][c:131]1[c:132]([F:133])[cH:134][c:135]2[c:143]([cH:144]1)[CH:140]([CH2:141][CH3:142])[CH2:139][NH:138][CH2:137][CH2:136]2.[Cl:60][c:61]1[cH:62][cH:63][c:64]2[c:72]([cH:73]1)[CH:69]([CH2:70][CH3:71])[CH2:68][NH:67][CH2:66][CH2:65]2.[F:27][C:28]([F:29])([F:30])[c:31]1[cH:32][cH:33][c:34]2[c:41]([cH:42]1)[CH:39]([CH3:40])[CH2:38][NH:37][CH2:36][CH2:35]2.[F:43][C:44]([F:45])([F:46])[c:47]1[cH:48][cH:49][c:50]2[c:58]([cH:59]1)[CH:55]([CH2:56][CH3:57])[CH2:54][NH:53][CH2:52][CH2:51]2.[I:14][c:15]1[cH:16][cH:17][c:18]2[c:25]([cH:26]1)[CH:23]([CH3:24])[CH2:22][NH:21][CH2:20][CH2:19]2.[I:88][c:89]1[cH:90][cH:91][c:92]2[c:100]([cH:101]1)[CH:97]([CH2:98][CH3:99])[CH2:96][NH:95][CH2:94][CH2:93]2.[OH2:145]>>[c:2]1([Cl:60])[cH:3][cH:4][c:5]2[c:6]([cH:13]1)[CH:7]([CH3:12])[CH2:8][NH:9][CH2:10][CH2:11]2. Reactants: [Br-], CC(=O)c1ccc(Cn2c(C(C)=O)c(-c3ccccc3)c3cc(Br)ccc3c2=O)cc1, C1CCOC1, C[Mg+], [Cl-], [NH4+]. Yields the product CC(=O)c1c(-c2ccccc2)c2cc(Br)ccc2c(=O)n1Cc1ccc(C(C)(C)O)cc1. Reaction SMILES: [Br-:32].[C:1]([CH3:2])(=[O:3])[c:4]1[n:5]([CH2:22][c:23]2[cH:24][cH:25][c:26]([C:29]([CH3:30])=[O:31])[cH:27][cH:28]2)[c:6](=[O:21])[c:7]2[cH:8][cH:9][c:10]([Br:20])[cH:11][c:12]2[c:13]1-[c:14]1[cH:15][cH:16][cH:17][cH:18][cH:19]1.[CH2:37]1[O:38][CH2:39][CH2:40][CH2:41]1.[CH3:33][Mg+:34].[Cl-:35].[NH4+:36]>>[C:1]([CH3:2])(=[O:3])[c:4]1[n:5]([CH2:22][c:23]2[cH:24][cH:25][c:26]([C:29]([CH3:30])([OH:31])[CH3:33])[cH:27][cH:28]2)[c:6](=[O:21])[c:7]2[cH:8][cH:9][c:10]([Br:20])[cH:11][c:12]2[c:13]1-[c:14]1[cH:15][cH:16][cH:17][cH:18][cH:19]1. Reactants: ClC=1C=NC=C(C1NC=1NC2=C(N1)C=C(C1=C2CC(O1)(C)C)C(=O)O)Cl (2-[(3,5-dichloropyridin-4-yl)amino]-7,7-dimethyl-7,8-dihydro-1H-furo[3,2-e]benzimidazole-5-carboxylic acid), CN(C)C=O (DMF), N1CCOCC1 (morpholine), F[B-](F)(F)F.N1(N=NC2=C1C=CC=C2)OC(=[N+](C)C)N(C)C (O-(benzotriazol-1-yl)-N,N,N′,N′-tetramethyluronium tetrafluoroborate), TEA. The solvent is C1CCOC1 (THF). Product: ClC=1C=NC=C(C1NC=1NC2=C(N1)C=C(C1=C2CC(O1)(C)C)C(=O)N1CCOCC1)Cl ({2-[(3,5-Dichloropyridin-4-yl)amino]-7,7-dimethyl-7,8-dihydro-1H-furo[3,2-e]benzimidazol-5-yl}(morpholin-4-yl)methanone). Isolated yield 14.2%. RXN SMILES: [Cl:1][C:2]1[CH:3]=[N:4][CH:5]=[C:6]([Cl:26])[C:7]=1[NH:8][C:9]1[NH:10][C:11]2[C:17]3[CH2:18][C:19]([CH3:22])([CH3:21])[O:20][C:16]=3[C:15]([C:23]([OH:25])=O)=[CH:14][C:12]=2[N:13]=1.F[B-](F)(F)F.N1(OC(N(C)C)=[N+](C)C)C2C=CC=CC=2N=N1.CN(C=O)C.[NH:54]1[CH2:59][CH2:58][O:57][CH2:56][CH2:55]1>C1COCC1>[Cl:26][C:6]1[CH:5]=[N:4][CH:3]=[C:2]([Cl:1])[C:7]=1[NH:8][C:9]1[NH:10][C:11]2[C:17]3[CH2:18][C:19]([CH3:21])([CH3:22])[O:20][C:16]=3[C:15]([C:23]([N:54]3[CH2:59][CH2:58][O:57][CH2:56][CH2:55]3)=[O:25])=[CH:14][C:12]=2[N:13]=1 |f:1.2|. Procedure details: The title compound was prepared following the procedure as described for Example-1 using 2-[(3,5-dichloropyridin-4-yl)amino]-7,7-dimethyl-7,8-dihydro-1H-furo[3,2-e]benzimidazole-5-carboxylic acid (Intermediate-3, 0.060 g, 0.152 mmol), O-(benzotriazol-1-yl)-N,N,N′,N′-tetramethyluronium tetrafluoroborate (0.098 g, 0.304 mmol), TEA (0.5 mL), DMF (1.0 mL), THF (5.0 mL) and morpholine (0.062 g, 0.304 mmol) to afford 0.010 g of the desired product. 1HNMR (DMSO-d6): δ 1.41 (s, 6H), 2.96 (s, 2H), 3.37 (...